Dataset: the Open Reaction Database (ORD), a public repository of structured organic reaction records. Task: describe an organic reaction: reactants, conditions, products, and yield Starting materials: Br, COC(=O)c1cn(Cc2ccc(F)cc2)c(=O)c2c(OCc3ccccc3)c3n(c12)CCN(C)C3=O, CC(=O)O, ClCCl. Yields the product COC(=O)c1cn(Cc2ccc(F)cc2)c(=O)c2c(O)c3n(c12)CCN(C)C3=O. As a reaction SMILES: [BrH:37].[CH2:1]([c:2]1[cH:3][cH:4][cH:5][cH:6][cH:7]1)[O:8][c:9]1[c:10]2[c:11]([n:12]3[c:13]1[C:14](=[O:19])[N:15]([CH3:18])[CH2:16][CH2:17]3)[c:20]([C:33](=[O:34])[O:35][CH3:36])[cH:21][n:22]([CH2:25][c:26]1[cH:27][cH:28][c:29]([F:32])[cH:30][cH:31]1)[c:23]2=[O:24].[CH3:38][C:39](=[O:40])[OH:41].[Cl:42][CH2:43][Cl:44]>>[OH:8][c:9]1[c:10]2[c:11]([n:12]3[c:13]1[C:14](=[O:19])[N:15]([CH3:18])[CH2:16][CH2:17]3)[c:20]([C:33](=[O:34])[O:35][CH3:36])[cH:21][n:22]([CH2:25][c:26]1[cH:27][cH:28][c:29]([F:32])[cH:30][cH:31]1)[c:23]2=[O:24]. Reactants: CC1=C(C(=O)O)C=CC=C1C (2,3-dimethylbenzoic acid), N1(CCOCC1)C(CN)C1=CC=NC=C1 ((2-morpholin-4-yl-2-pyridin-4-ylethyl)amine). Yields the product CC1=C(C(=O)NCC(C2=CC=NC=C2)N2CCOCC2)C=CC=C1C (2,3-Dimethyl-N-(2-morpholin-4-yl-2-pyridin-4-yl-ethyl)-benzamide). As a reaction SMILES: [CH3:1][C:2]1[C:10]([CH3:11])=[CH:9][CH:8]=[CH:7][C:3]=1[C:4]([OH:6])=O.[N:12]1([CH:18]([C:21]2[CH:26]=[CH:25][N:24]=[CH:23][CH:22]=2)[CH2:19][NH2:20])[CH2:17][CH2:16][O:15][CH2:14][CH2:13]1>>[CH3:1][C:2]1[C:10]([CH3:11])=[CH:9][CH:8]=[CH:7][C:3]=1[C:4]([NH:20][CH2:19][CH:18]([N:12]1[CH2:17][CH2:16][O:15][CH2:14][CH2:13]1)[C:21]1[CH:22]=[CH:23][N:24]=[CH:25][CH:26]=1)=[O:6]. Reported procedure: From 2,3-dimethylbenzoic acid and (2-morpholin-4-yl-2-pyridin-4-ylethyl)amine. Yields the product CN(C)CCNC(=O)c1nc(Cl)c2ccccc2c1O. Starting materials: CCCCOC(=O)c1nc(Cl)c2ccccc2c1O, CN(C)CCN, CCO. As a reaction SMILES: [CH2:1]([O:2][C:6](=[O:7])[c:8]1[n:9][c:10]([Cl:19])[c:11]2[cH:12][cH:13][cH:14][cH:15][c:16]2[c:17]1[OH:18])[CH2:3][CH2:4][CH3:5].[CH3:20][N:21]([CH2:22][CH2:23][NH2:24])[CH3:25].[CH3:26][CH2:27][OH:28]>>[C:6](=[O:7])([c:8]1[n:9][c:10]([Cl:19])[c:11]2[cH:12][cH:13][cH:14][cH:15][c:16]2[c:17]1[OH:18])[NH:24][CH2:23][CH2:22][N:21]([CH3:20])[CH3:25]. Starting materials: Cc1ncccc1Oc1cc(N)ncc1Br, O=C(N=C=S)c1ccccc1, C1CCOC1. Yields the product Cc1ncccc1Oc1cc(NC(=S)NC(=O)c2ccccc2)ncc1Br. As a reaction SMILES: [Br:1][c:2]1[c:3]([O:9][c:10]2[c:11]([CH3:16])[n:12][cH:13][cH:14][cH:15]2)[cH:4][c:5]([NH2:8])[n:6][cH:7]1.[C:17]([c:18]1[cH:19][cH:20][cH:21][cH:22][cH:23]1)(=[O:24])[N:25]=[C:26]=[S:27].[O:28]1[CH2:29][CH2:30][CH2:31][CH2:32]1>>[Br:1][c:2]1[c:3]([O:9][c:10]2[c:11]([CH3:16])[n:12][cH:13][cH:14][cH:15]2)[cH:4][c:5]([NH:8][C:26]([NH:25][C:17]([c:18]2[cH:19][cH:20][cH:21][cH:22][cH:23]2)=[O:24])=[S:27])[n:6][cH:7]1. Reactants: C(=O)(OC(C)(C)C)NCCN (Mono-N-Boc-ethylenediamine), N1=C(C=CC=C1)S(=O)(=O)Cl (pyridine-2-sulfonyl chloride), S(=O)(=O)(Cl)Cl (sulfonyl chloride), amine, CCN(C(C)C)C(C)C (DIPEA). Run in CC#N (CH3CN). Reaction conditions: time 16 hour. Yields the product N1=C(C=CC=C1)S(=O)(=O)NCCNC(OC(C)(C)C)=O (tert-butyl 2-(pyridine-2-sulfonamido)ethylcarbamate). The yield is 80.0%. As a reaction SMILES: [C:1]([NH:8][CH2:9][CH2:10][NH2:11])([O:3][C:4]([CH3:7])([CH3:6])[CH3:5])=[O:2].[N:12]1[CH:17]=[CH:16][CH:15]=[CH:14][C:13]=1[S:18](Cl)(=[O:20])=[O:19].S(Cl)(Cl)(=O)=O.CCN(C(C)C)C(C)C>CC#N>[N:12]1[CH:17]=[CH:16][CH:15]=[CH:14][C:13]=1[S:18]([NH:11][CH2:10][CH2:9][NH:8][C:1](=[O:2])[O:3][C:4]([CH3:5])([CH3:6])[CH3:7])(=[O:20])=[O:19]. Procedure details: Mono-N-Boc-ethylenediamine (860 mg, 5.37 mmol, 1 equiv) was reacted with pyridine-2-sulfonyl chloride. The appropriate sulfonyl chloride (1.2 equiv) was added to a solution of the amine (1 equiv) and DIPEA (2 equiv) in anhydrous CH3CN (0.1 M) at 0° C. The reaction was warmed to room temperature and stirred for 16 h, at which time the solvent was evaporated. The residue was re-dissolved in CH2Cl2, washed with 5% NaHCO3, water, brine, dried (Na2SO4), filtered and concentrated. After work-up, the c... Yields the product CC(C)C(O)C(=O)N1CCC(C(=O)N2CCC(N(C)C(=O)c3ccc(Cl)cc3)C(c3ccc(Cl)c(Cl)c3)C2)CC1. Starting materials: CC(C)C(O)C(=O)O, CN(C(=O)c1ccc(Cl)cc1)C1CCN(C(=O)C2CCNCC2)CC1c1ccc(Cl)c(Cl)c1, Cl. RXN SMILES: [CH3:35][CH:36]([CH3:37])[CH:38]([OH:39])[C:40]([OH:41])=[O:42].[Cl:2][c:3]1[cH:4][cH:5][c:6]([C:7](=[O:8])[N:9]([CH3:10])[CH:11]2[CH:12]([c:25]3[cH:26][c:27]([Cl:32])[c:28]([Cl:31])[cH:29][cH:30]3)[CH2:13][N:14]([C:17](=[O:18])[CH:19]3[CH2:20][CH2:21][NH:22][CH2:23][CH2:24]3)[CH2:15][CH2:16]2)[cH:33][cH:34]1.[ClH:1]>>[Cl:2][c:3]1[cH:4][cH:5][c:6]([C:7](=[O:8])[N:9]([CH3:10])[CH:11]2[CH:12]([c:25]3[cH:26][c:27]([Cl:32])[c:28]([Cl:31])[cH:29][cH:30]3)[CH2:13][N:14]([C:17](=[O:18])[CH:19]3[CH2:20][CH2:21][N:22]([C:40]([CH:38]([CH:36]([CH3:35])[CH3:37])[OH:39])=[O:41])[CH2:23][CH2:24]3)[CH2:15][CH2:16]2)[cH:33][cH:34]1.